Dataset: the Open Reaction Database (ORD), a public repository of structured organic reaction records. Task: describe an organic reaction: reactants, conditions, products, and yield The reactants are Cl (hydrochloric acid), C1(=CC=CC=C1)C=1C=CC(=NC1)COC1=CC=C(CN2C=C(C(=C2)C2=CC=CC=C2)CCC(=O)OCC)C=C1 (ethyl 3-[1-[4-(5-phenyl-2-pyridylmethoxy)benzyl]-4-phenyl-3-pyrrolyl]propionate), [OH-].[Na+] (sodium hydroxide), O1CCCC1 (tetrahydrofuran). The solvent is C(C)O (ethanol). Conditions: time 2 hour. Yields the product C1(=CC=CC=C1)C=1C=CC(=NC1)COC1=CC=C(CN2C=C(C(=C2)C2=CC=CC=C2)CCC(=O)O)C=C1 (3-[1-[4-(5-phenyl-2-pyridylmethoxy)benzyl]-4-phenyl-3-pyrrolyl]propionic acid). Yield: 96.4%. RXN SMILES: [C:1]1([C:7]2[CH:8]=[CH:9][C:10]([CH2:13][O:14][C:15]3[CH:39]=[CH:38][C:18]([CH2:19][N:20]4[CH:24]=[C:23]([C:25]5[CH:30]=[CH:29][CH:28]=[CH:27][CH:26]=5)[C:22]([CH2:31][CH2:32][C:33]([O:35]CC)=[O:34])=[CH:21]4)=[CH:17][CH:16]=3)=[N:11][CH:12]=2)[CH:6]=[CH:5][CH:4]=[CH:3][CH:2]=1.[OH-].[Na+].O1CCCC1.Cl>C(O)C>[C:1]1([C:7]2[CH:8]=[CH:9][C:10]([CH2:13][O:14][C:15]3[CH:39]=[CH:38][C:18]([CH2:19][N:20]4[CH:24]=[C:23]([C:25]5[CH:26]=[CH:27][CH:28]=[CH:29][CH:30]=5)[C:22]([CH2:31][CH2:32][C:33]([OH:35])=[O:34])=[CH:21]4)=[CH:17][CH:16]=3)=[N:11][CH:12]=2)[CH:2]=[CH:3][CH:4]=[CH:5][CH:6]=1 |f:1.2|. Reported procedure: After a mixture of ethyl 3-[1-[4-(5-phenyl-2-pyridylmethoxy)benzyl]-4-phenyl-3-pyrrolyl]propionate (1020 mg), 1N aqueous sodium hydroxide solution (4 ml), tetrahydrofuran (5 ml) and ethanol (5 ml) was stirred at room temperature for 2 hours, 1 N hydrochloric acid (4 ml) was added to the mixture, and then the mixture was extracted with ethyl acetate. The ethyl acetate layer was washed with saturated aqueous sodium chloride solution, dried (MgSO4) and concentrated. The resulting colorless crystals... The reactants are C1(CC1)COC1=CC2=C(N=C(O2)C2=C(C=C(C=N2)OC[C@H](C)NC(OC(C)(C)C)=O)F)C=C1 (tert-butyl [(1S)-2-({6-[6-(cyclopropylmethoxy)-1,3-benzoxazol-2-yl]-5-fluoropyridin-3-yl}oxy)-1-methylethyl]carbamate), N1=CC=CC=C1 (pyridine). Yields the product C1(CC1)COC1=CC2=C(N=C(O2)C2=C(C=C(C=N2)OC[C@H](C)NC(=O)N)F)C=C1 (1-[(1S)-2-({6-[6-(cyclopropylmethoxy)-1,3-benzoxazol-2-yl]-5-fluoropyridin-3-yl}oxy)-1-methylethyl]urea). Reaction SMILES: [CH:1]1([CH2:4][O:5][C:6]2[CH:33]=[CH:32][C:9]3[N:10]=[C:11]([C:13]4[N:18]=[CH:17][C:16]([O:19][CH2:20][C@@H:21]([NH:23][C:24](=O)[O:25]C(C)(C)C)[CH3:22])=[CH:15][C:14]=4[F:31])[O:12][C:8]=3[CH:7]=2)[CH2:3][CH2:2]1.[N:34]1C=CC=CC=1>>[CH:1]1([CH2:4][O:5][C:6]2[CH:33]=[CH:32][C:9]3[N:10]=[C:11]([C:13]4[N:18]=[CH:17][C:16]([O:19][CH2:20][C@@H:21]([NH:23][C:24]([NH2:34])=[O:25])[CH3:22])=[CH:15][C:14]=4[F:31])[O:12][C:8]=3[CH:7]=2)[CH2:2][CH2:3]1. Procedure details: Using tert-butyl [(1S)-2-({6-[6-(cyclopropylmethoxy)-1,3-benzoxazol-2-yl]-5-fluoropyridin-3-yl}oxy)-1-methylethyl]carbamate, and in the same manner as in Example 15, step A (using pyridine instead of triethylamine), the title compound was obtained. Starting materials: COC1=CC(=CC=C1)N (m-Anisidine), C(C)OC=C(C(=O)OCC)C(=O)OCC (diethyl ethoxymethylenemalonate). Conditions: time 3 hour. Product: COC=1C=C(C=CC1)NC=C(C(=O)OCC)C(=O)OCC (diethyl 2-(((3-methoxyphenyl)amino)methylene)malonate). RXN SMILES: [CH3:1][O:2][C:3]1[CH:8]=[CH:7][CH:6]=[C:5]([NH2:9])[CH:4]=1.C(O[CH:13]=[C:14]([C:20]([O:22][CH2:23][CH3:24])=[O:21])[C:15]([O:17][CH2:18][CH3:19])=[O:16])C>>[CH3:1][O:2][C:3]1[CH:4]=[C:5]([NH:9][CH:13]=[C:14]([C:15]([O:17][CH2:18][CH3:19])=[O:16])[C:20]([O:22][CH2:23][CH3:24])=[O:21])[CH:6]=[CH:7][CH:8]=1. Procedure details: According to Scheme A, ethyl 4-hydroxy-7-methoxyquinoline-3-carboxylate (VIII) is obtained in four steps from commercially available synthetically accessible m-anisidine (II). m-Anisidine is combined with diethyl ethoxymethylenemalonate at temperatures ranging from 100° C. to about 125° C., preferably 125° C. for a period of 1 to 5 h, preferably about 3 h to provide diethyl 2-(((3-methoxyphenyl)amino)methylene)malonate. Ethyl 4-hydroxy-7-methoxyquinoline-3-carboxylate (III) is obtained by heatin... Starting materials: CC(C)(C)OC(=O)C1(CCN2CCN(c3csc4cc(C(F)(F)F)ccc34)CC2)CC1, O=C(O)C(F)(F)F. Yields the product O=C(O)C1(CCN2CCN(c3csc4cc(C(F)(F)F)ccc34)CC2)CC1. As a reaction SMILES: [C:1]([CH3:2])([CH3:3])([CH3:4])[O:5][C:6](=[O:7])[C:8]1([CH2:11][CH2:12][N:13]2[CH2:14][CH2:15][N:16]([c:19]3[c:20]4[c:21]([s:22][cH:23]3)[cH:24][c:25]([C:28]([F:29])([F:30])[F:31])[cH:26][cH:27]4)[CH2:17][CH2:18]2)[CH2:9][CH2:10]1.[OH:32][C:33]([C:34]([F:35])([F:36])[F:37])=[O:38]>>[O:5]=[C:6]([OH:7])[C:8]1([CH2:11][CH2:12][N:13]2[CH2:14][CH2:15][N:16]([c:19]3[c:20]4[c:21]([s:22][cH:23]3)[cH:24][c:25]([C:28]([F:29])([F:30])[F:31])[cH:26][cH:27]4)[CH2:17][CH2:18]2)[CH2:9][CH2:10]1. The reactants are C(=O)C1=C(N(/C(/S1)=N/C)C)CN1CCN(CC1)C(=O)OC(C)(C)C (tert-Butyl 4-(((2Z)-5-formyl-3-methyl-2-(methylimino)-2,3-dihydro-1,3-thiazol-4-yl)methyl)piperazine-1-carboxylate), N1CCOCC1 (morpholine), C([O-])([O-])=O.[K+].[K+] (potassium carbonate), Triacetoxy sodium borohydride. Solvent: ClCCCl (1,2-dichloroethane), C(C)(=O)O (acetic acid). The product is CN1/C(/SC(=C1CN1CCN(CC1)C(=O)OC(C)(C)C)CN1CCOCC1)=N/C (tert-Butyl 4-(((2Z)-3-methyl-2-(methylimino)-5-(4-morpholinyl)methyl-2,3-dihydro-1,3-thiazol-4-yl)methyl)piperazine-1-carboxylate). Reaction SMILES: [CH:1]([C:3]1[S:7]/[C:6](=[N:8]\[CH3:9])/[N:5]([CH3:10])[C:4]=1[CH2:11][N:12]1[CH2:17][CH2:16][N:15]([C:18]([O:20][C:21]([CH3:24])([CH3:23])[CH3:22])=[O:19])[CH2:14][CH2:13]1)=O.[NH:25]1[CH2:30][CH2:29][O:28][CH2:27][CH2:26]1.C(=O)([O-])[O-].[K+].[K+]>ClCCCl.C(O)(=O)C>[CH3:10][N:5]1[C:4]([CH2:11][N:12]2[CH2:13][CH2:14][N:15]([C:18]([O:20][C:21]([CH3:22])([CH3:23])[CH3:24])=[O:19])[CH2:16][CH2:17]2)=[C:3]([CH2:1][N:25]2[CH2:30][CH2:29][O:28][CH2:27][CH2:26]2)[S:7]/[C:6]/1=[N:8]\[CH3:9] |f:2.3.4|. Procedure details: tert-Butyl 4-(((2Z)-5-formyl-3-methyl-2-(methylimino)-2,3-dihydro-1,3-thiazol-4-yl)methyl)piperazine-1-carboxylate (1.0 g) obtained in Example 35a) and morpholine (0.36 mL) were dissolved in a mixed solution of 1,2-dichloroethane (50 mL) and acetic acid (0.18 mL). Triacetoxy sodium borohydride (0.84 g) was added thereto at 0° C., and the mixture was mixed at room temperature overnight. The reaction solution was basified with an aqueous potassium carbonate solution, then extracted with chloroform... Reactants: ClC1=CC=C(C=C1)\C=C(/C(C(C)(C)C)=O)\N1N=CN=C1 ((E)-1-(4-chlorophenyl)-2-(1,2,4-triazol-1-yl)-4,4-dimethyl-1-penten-3-one), present compound, Cl (hydrochloric acid). Solvent: ClCCCl (1,2-dichloroethane), ClCCCl (1,2-dichloroethane). Yields the product ClC1=CC=C(C=C1)C=C(C(C(C)(C)C)O)N1N=CN=C1 (1-(4-chlorophenyl)-2-(1,2,4-triazol-1-yl)-4,4-dimethyl-1-penten-3-ol). Isolated yield 61.7%. Reaction SMILES: [Cl:1][C:2]1[CH:7]=[CH:6][C:5](/[CH:8]=[C:9](/[N:16]2[CH:20]=[N:19][CH:18]=[N:17]2)\[C:10](=[O:15])[C:11]([CH3:14])([CH3:13])[CH3:12])=[CH:4][CH:3]=1.Cl>ClCCCl>[Cl:1][C:2]1[CH:7]=[CH:6][C:5]([CH:8]=[C:9]([N:16]2[CH:20]=[N:19][CH:18]=[N:17]2)[CH:10]([OH:15])[C:11]([CH3:14])([CH3:13])[CH3:12])=[CH:4][CH:3]=1. Procedure details: 88 Milligrams (0.53 mmole) of the present compound obtained in Example 1 was dissolved in 2 ml of 1,2-dichloroethane, and 2 ml of a 1,2-dichloroethane solution containing 290 mg (1.0 mmole) of (E)-1-(4-chlorophenyl)-2-(1,2,4-triazol-1-yl)-4,4-dimethyl-1-penten-3-one (E/Z=95.8/4.2) was added dropwise thereto. After reaction at room temperature for 24 hours, 2% hydrochloric acid was added to separate the reaction solution into an aqueous and organic layers. After concentrating the organic layer, t...